Dataset: the Open Reaction Database (ORD), a public repository of structured organic reaction records. Task: describe an organic reaction: reactants, conditions, products, and yield Reactants: O=C([O-])O, [Na+], OCc1ccccc1, O=C(O)c1ccc(O)c(O)c1, Cc1ccc(S(=O)(=O)O)cc1, c1ccccc1. The product is O=C(OCc1ccccc1)c1ccc(O)c(O)c1. RXN SMILES: [C:31](=[O:32])([O-:33])[OH:34].[Na+:35].[OH:12][CH2:13][c:14]1[cH:15][cH:16][cH:17][cH:18][cH:19]1.[OH:1][C:2](=[O:3])[c:4]1[cH:5][cH:6][c:7]([OH:8])[c:9]([OH:10])[cH:11]1.[c:20]1([CH3:21])[cH:22][cH:23][c:24]([S:25]([OH:26])(=[O:27])=[O:28])[cH:29][cH:30]1.[cH:36]1[cH:37][cH:38][cH:39][cH:40][cH:41]1>>[O:1]([C:2](=[O:3])[c:4]1[cH:5][cH:6][c:7]([OH:8])[c:9]([OH:10])[cH:11]1)[CH2:13][c:14]1[cH:15][cH:16][cH:17][cH:18][cH:19]1.